Dataset: the Open Reaction Database (ORD), a public repository of structured organic reaction records. Task: describe an organic reaction: reactants, conditions, products, and yield Reaction SMILES: Br[C:2]1[CH:7]=[CH:6][C:5]([C:8](=[O:10])[CH3:9])=[CH:4][C:3]=1[N+:11]([O-:13])=[O:12].[CH2:14](OB(C=C)OCCCC)[CH2:15]CC.C(=O)([O-])[O-].[Na+].[Na+]>C1COCC1.O>[N+:11]([C:3]1[CH:4]=[C:5]([C:8](=[O:10])[CH3:9])[CH:6]=[CH:7][C:2]=1[CH:14]=[CH2:15])([O-:13])=[O:12] |f:2.3.4,5.6|. Yield: 87.0%. Run at temperature 70 celsius. The product is [N+](=O)([O-])C=1C=C(C=CC1C=C)C(C)=O (1-(3-Nitro-4-vinyl-phenyl)-ethanone). Starting materials: dichlorobis(triphenylphospine) palladium (II), BrC1=C(C=C(C=C1)C(C)=O)[N+](=O)[O-] (4′-bromo-3′-nitroacetophenone), C(CCC)OB(OCCCC)C=C (vinylboronic acid dibutyl ester), C([O-])([O-])=O.[Na+].[Na+] (sodium carbonate). Solvent: C1CCOC1.O (THF H2O). Procedure: To a mixture of 4′-bromo-3′-nitroacetophenone (600 mg, 2.46 mmol), vinylboronic acid dibutyl ester (680 mg, 3.69 mmol), and sodium carbonate (1.83 g, 17.22 mmol) in THF/H2O (12 mL/4 mL) is added dichlorobis(triphenylphospine) palladium (II) (86 mg, 5% mmol). The reaction tube is sealed and the mixture is purged with N2 for 3 min and heated at 70° C. for 1.5 h. Then the mixture is cooled to room temperature and poured into saturated ammonia chloride aqueous solution. The mixture is extracted with... Reported procedure: The title compound was prepared according to the procedure described in Example 223 by LAH reduction of ethyl 3-(4-((3-(4-ethylphenyl)-5-fluorothiophen-2-yl)methoxy)-2,3-difluoro phenyl)propanoate to give the desired product as off-white oil. 1HNMR (300 MHz, CD3OD) δ 7.25-7.42 (m, 4H), 6.93 (t, J=8.4 Hz, 1H), 6.73 (t, J=8.4 Hz, 1H), 6.70 (s, 2H), 5.12 (s, 2H), 3.58 (t, J=7.5 Hz, 2H), 2.65-2.78 (m, 4H), 1.76-1.86 (m, 2H), 1.32 (t, J=7.8 Hz, 3H). Mass spectrum (ESI, m/z): Calcd. for C22H21F3O2S, 4... Product: C(C)C1=CC=C(C=C1)C1=C(SC(=C1)F)COC1=C(C(=C(C=C1)CCCO)F)F (3-(4-[[3-(4-ethylphenyl)-5-fluorothiophen-2-yl]methoxy]-2,3-difluorophenyl)propan-1-ol). Starting materials: [H-].[H-].[H-].[H-].[Li+].[Al+3] (LAH), C(C)C1=CC=C(C=C1)C1=C(SC(=C1)F)COC1=C(C(=C(C=C1)CCC(=O)OCC)F)F (ethyl 3-(4-((3-(4-ethylphenyl)-5-fluorothiophen-2-yl)methoxy)-2,3-difluoro phenyl)propanoate). RXN SMILES: [H-].[H-].[H-].[H-].[Li+].[Al+3].[CH2:7]([C:9]1[CH:14]=[CH:13][C:12]([C:15]2[CH:19]=[C:18]([F:20])[S:17][C:16]=2[CH2:21][O:22][C:23]2[CH:28]=[CH:27][C:26]([CH2:29][CH2:30][C:31](OCC)=[O:32])=[C:25]([F:36])[C:24]=2[F:37])=[CH:11][CH:10]=1)[CH3:8]>>[CH2:7]([C:9]1[CH:10]=[CH:11][C:12]([C:15]2[CH:19]=[C:18]([F:20])[S:17][C:16]=2[CH2:21][O:22][C:23]2[CH:28]=[CH:27][C:26]([CH2:29][CH2:30][CH2:31][OH:32])=[C:25]([F:36])[C:24]=2[F:37])=[CH:13][CH:14]=1)[CH3:8] |f:0.1.2.3.4.5|. Reactants: ClC1=NC(=CC=C1)OC1CCN(CC1)CC1CC1 (2-chloro-6-(1-cyclopropylmethyl-piperidin-4-yloxy)-pyridine), C(C1=CC=CC=C1)(C1=CC=CC=C1)=N (benzophenone imine), CC(C)([O-])C.[Na+] (sodium t-butoxide), C1(=CC=CC=C1)C (toluene). The reagents and catalysts are C1=CC=C(C=C1)/C=C/C(=O)/C=C/C2=CC=CC=C2.C1=CC=C(C=C1)/C=C/C(=O)/C=C/C2=CC=CC=C2.C1=CC=C(C=C1)/C=C/C(=O)/C=C/C2=CC=CC=C2.[Pd].[Pd] (pd2(dba)3), C=1C=CC(=CC1)P(C=2C=CC=CC2)C3=CC=C4C=CC=CC4=C3C5=C6C=CC=CC6=CC=C5P(C=7C=CC=CC7)C=8C=CC=CC8 (BINAP). The solvent is Cl (HCl), C1CCOC1 (THF), Cl (HCl). Run at time 30 minute. The product is C1(CC1)CN1CCC(CC1)OC1=CC=CC(=N1)N (6-(1-cyclopropylmethyl-piperidin-4-yloxy)-pyridin-2-ylamine). The yield is 69.6%. As a reaction SMILES: Cl[C:2]1[CH:7]=[CH:6][CH:5]=[C:4]([O:8][CH:9]2[CH2:14][CH2:13][N:12]([CH2:15][CH:16]3[CH2:18][CH2:17]3)[CH2:11][CH2:10]2)[N:3]=1.C(=[NH:32])(C1C=CC=CC=1)C1C=CC=CC=1.CC(C)([O-])C.[Na+].C1(C)C=CC=CC=1>C1COCC1.Cl.C1C=CC(/C=C/C(/C=C/C2C=CC=CC=2)=O)=CC=1.C1C=CC(/C=C/C(/C=C/C2C=CC=CC=2)=O)=CC=1.C1C=CC(/C=C/C(/C=C/C2C=CC=CC=2)=O)=CC=1.[Pd].[Pd].C1C=CC(P(C2C(C3C(P(C4C=CC=CC=4)C4C=CC=CC=4)=CC=C4C=3C=CC=C4)=C3C(C=CC=C3)=CC=2)C2C=CC=CC=2)=CC=1>[CH:16]1([CH2:15][N:12]2[CH2:13][CH2:14][CH:9]([O:8][C:4]3[N:3]=[C:2]([NH2:32])[CH:7]=[CH:6][CH:5]=3)[CH2:10][CH2:11]2)[CH2:18][CH2:17]1 |f:2.3,7.8.9.10.11|. Procedure: Combine 2-chloro-6-(1-cyclopropylmethyl-piperidin-4-yloxy)-pyridine (preparation 56, 480 mg, 1.80 mmol), benzophenone imine (391 mg, 2.16 mmol), BINAP (67 mg, 0.11 mmol), pd2(dba)3 (33 mg, 0.036 mmol), sodium t-butoxide (242 mg, 2.52 mmol) and toluene (8 mL) and heat at 100° C. for 14 hr. Quench the reaction with saturated NaHCO3 solution, extract with ethyl acetate three times. Combine the organic layers, dry over Na2SO4, filter and concentrate under reduced pressure to give a residue. Dissolve... Starting materials: C1=C(C=CC2=CC=CC=C12)[O-].[Na+] (sodium β-naptholate), O (water), oil, C1=C(C=CC2=CC=CC=C12)O (β-naphthol). Conditions: time 5 hour. Product: OC1=CC2=CC=CC=C2C=C1C(=O)O (2-hydroxynaphthalene-3-carboxylic acid). Reaction SMILES: [CH:1]1[C:10]2[C:5](=[CH:6][CH:7]=[CH:8][CH:9]=2)[CH:4]=[CH:3][C:2]=1[O-:11].[Na+].C1C2C(=CC=CC=2)C=C[C:14]=1[OH:23].[OH2:24]>>[OH:11][C:2]1[C:3]([C:14]([OH:23])=[O:24])=[CH:4][C:5]2[C:10](=[CH:9][CH:8]=[CH:7][CH:6]=2)[CH:1]=1 |f:0.1|. Procedure: A mixer 1 was fed hourly with 83 kg of sodium β-naptholate, 181 kg of light oil (boiling at 200°-310° C.) and 57.2 kg of β-naphthol, and they were mixed and dispersed. About one-third of the light oil layer (upper layer) formed in the separating tank was removed, and fed into a recovery apparatus (not shown) to recover the dissolved β-naphthol and a tiny amount of sodium β-naphtholate as an aqueous solution of sodium β-naphtholate. The mixture remaining in the separating tank 2 consisted of 81 k...